From a dataset of the Open Reaction Database (ORD), a public repository of structured organic reaction records. describe an organic reaction: reactants, conditions, products, and yield The reactants are BrCC#N (Bromoacetonitrile), N1C(=CC2=CC=C(C=C12)C(=O)OCC)C(=O)OCC (diethyl 1H-indole-2,6-dicarboxylate), N1C(=CC2=CC=C(C=C12)C(=O)OCC)C(=O)OCC (diethyl 1H-indole-2,6-dicarboxylate), C(=O)([O-])[O-].[K+].[K+] (K2CO3). The solvent is CN(C)C=O (DMF), CCOC(=O)C (EtOAc). Run at temperature 80 celsius, time 30 minute. Product: C(#N)CN1C(=CC2=CC=C(C=C12)C(=O)OCC)C(=O)OCC (diethyl 1-(cyanomethyl)-1H-indole-2,6-dicarboxylate). Isolated yield 84.9%. RXN SMILES: [NH:1]1[C:9]2[C:4](=[CH:5][CH:6]=[C:7]([C:10]([O:12][CH2:13][CH3:14])=[O:11])[CH:8]=2)[CH:3]=[C:2]1[C:15]([O:17][CH2:18][CH3:19])=[O:16].C([O-])([O-])=O.[K+].[K+].Br[CH2:27][C:28]#[N:29]>CN(C=O)C.CCOC(C)=O>[C:28]([CH2:27][N:1]1[C:9]2[C:4](=[CH:5][CH:6]=[C:7]([C:10]([O:12][CH2:13][CH3:14])=[O:11])[CH:8]=2)[CH:3]=[C:2]1[C:15]([O:17][CH2:18][CH3:19])=[O:16])#[N:29] |f:1.2.3|. Reported procedure: To a solution of diethyl 1H-indole-2,6-dicarboxylate (Intermediate A, 4.0 g, 15.3 mmol) in dry DMF (50 mL) is added K2CO3 (6.3 g, 45.9 mmol). The reaction mixture is stirred under N2 for 30 min. Bromoacetonitrile (2.1 mL, 30.6 mmol) is added and the reaction mixture is heated to 80° C. for 4 h. After cooling, the reaction mixture is taken up in EtOAc (300 mL) and washed with water, then brine, dried (Na2SO4) and concentrated. The residue is recrystallized from ethanol to afford the title compoun...